Task: describe an organic reaction: reactants, conditions, products, and yield. Dataset: the Open Reaction Database (ORD), a public repository of structured organic reaction records Starting materials: [Si](C)(C)(C(C)(C)C)OC[C@H]1N(C[C@H](C(=C1)C)O)C(=O)OC(C)(C)C ((2S,5S)-tert-butyl 2-((tert-butyldimethylsilyloxy)methyl)-5-hydroxy-4-methyl-5,6-dihydropyridine-1(2H)-carboxylate), [Si](C)(C)(C(C)(C)C)OC[C@H]1N(C[C@H](C(=C1)C)O)C(=O)OC(C)(C)C ((2S,5S)-tert-butyl 2-((tert-butyldimethylsilyloxy)methyl)-5-hydroxy-4-methyl-5,6-dihydropyridine-1(2H)-carboxylate), C1(=CC=CC=C1)P(C1=CC=CC=C1)C1=CC=CC=C1 (triphenylphosphine), C(C=C)ONS(=O)(=O)C1=C(C=CC=C1)[N+](=O)[O-] (N-(allyloxy)-2-nitrobenzenesulfonamide), C(C=C)ONS(=O)(=O)C1=C(C=CC=C1)[N+](=O)[O-] (N-(allyloxy)-2-nitrobenzenesulfonamide), N(=NC(=O)OC(C)C)C(=O)OC(C)C (diisopropyl azodicarboxylate). The solvent is C1(=CC=CC=C1)C (toluene). Product: ethyl acetate hexanes, C(C=C)ON(S(=O)(=O)C1=C(C=CC=C1)[N+](=O)[O-])[C@@H]1C(=C[C@H](N(C1)C(=O)OC(C)(C)C)CO[Si](C)(C)C(C)(C)C)C ((2S,5R)-tert-butyl 5-(N-(allyloxy)-2-nitrophenylsulfonamido)-2-((tert-butyldimethylsilyloxy)methyl)-4-methyl-5,6-dihydropyridine-1(2H)-carboxylate). The yield is 77.5%. RXN SMILES: [Si:1]([O:8][CH2:9][C@@H:10]1[CH:15]=[C:14]([CH3:16])[C@H:13](O)[CH2:12][N:11]1[C:18]([O:20][C:21]([CH3:24])([CH3:23])[CH3:22])=[O:19])([C:4]([CH3:7])([CH3:6])[CH3:5])([CH3:3])[CH3:2].C1(P(C2C=CC=CC=2)C2C=CC=CC=2)C=CC=CC=1.[CH2:44]([O:47][NH:48][S:49]([C:52]1[CH:57]=[CH:56][CH:55]=[CH:54][C:53]=1[N+:58]([O-:60])=[O:59])(=[O:51])=[O:50])[CH:45]=[CH2:46].N(C(OC(C)C)=O)=NC(OC(C)C)=O>C1(C)C=CC=CC=1>[CH2:44]([O:47][N:48]([C@H:13]1[CH2:12][N:11]([C:18]([O:20][C:21]([CH3:23])([CH3:22])[CH3:24])=[O:19])[C@H:10]([CH2:9][O:8][Si:1]([C:4]([CH3:5])([CH3:6])[CH3:7])([CH3:3])[CH3:2])[CH:15]=[C:14]1[CH3:16])[S:49]([C:52]1[CH:57]=[CH:56][CH:55]=[CH:54][C:53]=1[N+:58]([O-:60])=[O:59])(=[O:51])=[O:50])[CH:45]=[CH2:46]. Procedure: To a solution of (2S,5S)-tert-butyl 2-((tert-butyldimethylsilyloxy)methyl)-5-hydroxy-4-methyl-5,6-dihydropyridine-1(2H)-carboxylate (Intermediate 8, 19.45 g, 54.40 mmol) in toluene (300 mL) at room temperature was added triphenylphosphine (17.06 g, 65.28 mmol), N-(allyloxy)-2-nitrobenzenesulfonamide (Intermediate 9, 14.05 g, 54.40 mmol) and diisopropyl azodicarboxylate (12.85 mL, 65.28 mmol). After 2 hours the reaction mixture was concentrated onto silica gel and purified. Silica gel chromatogra... Starting materials: CC1=CC=CC(=N1)CCN1CCNCC1 (1-[2-(6-methyl-2-pyridyl)ethyl]piperazine), CS(=O)(=O)NC1=CC=C(C(=O)O)C=C1 (4-(methylsulfonylamino) benzoic acid), O.ON1N=NC2=C1C=CC=C2 (1-hydroxybenzotriazole hydrate), C1(CCCCC1)N=C=NC1CCCCC1 (dicyclohexylcarbodiimide). The solvent is CN(C)C=O (DMF), CN(C)C=O (DMF). Run at time 45 minute. Product: CC1=CC=CC(=N1)CCN1CCN(CC1)C(C1=CC=C(C=C1)NS(=O)(=O)C)=O (2-(6-Methyl-2-pyridinyl)ethyl-4-[4-[(methylsulfonyl)amino]benzoyl]piperazine). Yield: 72.7%. RXN SMILES: [CH3:1][S:2]([NH:5][C:6]1[CH:14]=[CH:13][C:9]([C:10]([OH:12])=O)=[CH:8][CH:7]=1)(=[O:4])=[O:3].O.ON1C2C=CC=CC=2N=N1.C1(N=C=NC2CCCCC2)CCCCC1.[CH3:41][C:42]1[N:47]=[C:46]([CH2:48][CH2:49][N:50]2[CH2:55][CH2:54][NH:53][CH2:52][CH2:51]2)[CH:45]=[CH:44][CH:43]=1>CN(C=O)C>[CH3:41][C:42]1[N:47]=[C:46]([CH2:48][CH2:49][N:50]2[CH2:55][CH2:54][N:53]([C:10](=[O:12])[C:9]3[CH:8]=[CH:7][C:6]([NH:5][S:2]([CH3:1])(=[O:3])=[O:4])=[CH:14][CH:13]=3)[CH2:52][CH2:51]2)[CH:45]=[CH:44][CH:43]=1 |f:1.2|. Procedure details: 4-(methylsulfonylamino) benzoic acid (2.16 g, 10.05 mmol) was added to a stirring solution of 1-hydroxybenzotriazole hydrate (1.36 g, 10.05 mmol) and dicyclohexylcarbodiimide (2.08 g, 10.05 mmol) in DMF (30 mL) at 25° C. under nitrogen. After 45 minutes, 1-[2-(6-methyl-2-pyridyl)ethyl]piperazine (2.27 g, 11.05 mmol) was added as a suspension in DMF (15 mL). The resulting mixture was stirred at room temperature overnight. The work-up was performed as disclosed in Example 5 to give 2.94 g (73%) of... The reactants are O1CCCC1 (tetrahydrofuran), N1C=C(C2=CC=CC=C12)CC(=O)N (indole-3-acetamide), N1C=C(C2=CC=CC=C12)CC(=O)N (indole-3-acetamide). Solvent: C(C)(C)(C)OC (MTBE), C(C)(C)(C)OC (MTBE). Product: C1(=CN2CCCC3=CC=CC1=C23)C=2C(NC(C2C2=CNC3=CC=CC=C23)=O)=O (3-(5,6-dihydro-4H-pyrrolo[3,2,1-ij]quinolin-1-yl)-4-(1H-indol-3-yl)pyrrole-2,5-dione). Reaction SMILES: [O:1]1[CH2:5][CH2:4][CH2:3][CH2:2]1.[NH:6]1[C:14]2[C:9](=[CH:10][CH:11]=[CH:12][CH:13]=2)[C:8]([CH2:15][C:16]([NH2:18])=[O:17])=[CH:7]1>C(OC)(C)(C)C>[C:8]1([C:15]2[C:16](=[O:17])[NH:18][C:5](=[O:1])[C:4]=2[C:3]2[C:9]3[C:14](=[CH:13][CH:12]=[CH:11][CH:10]=3)[NH:6][CH:2]=2)[C:9]2=[C:14]3[C:13](=[CH:12][CH:11]=[CH:10]2)[CH2:15][CH2:8][CH2:7][N:6]3[CH:7]=1. Reported procedure: In step 1 of scheme I, lilolidine (Compound 4), was treated with oxalylchloride to give the acyl chloride in methyl tert-butyl ether (MTBE) reaction solvent. The addition of methanol was sufficient to afford the intermediate ketoester, 5,6-dihydro-4H-pyrrolo[3,2,1-ij]quinolin-1-yl)oxoacetic acid methyl ester (Compound 5). In Step 2 of the reaction, Compound 5 and indole-3-acetamide (Compound 5a) were combined to produce 3-(5,6-dihydro-4H-pyrrolo[3,2,1-ij]quinolin-1-yl)-4-(1H-indol-3-yl)pyrrole-2... The product is COc1cc2c(cc1Br)CCCC(=O)N2. The reactants are O=C(OOC(=O)c1ccccc1)c1ccccc1, ClC(Cl)(Cl)Cl, COc1ccc2c(c1)NC(=O)CCC2, ClCCl, O=C1CCC(=O)N1Br. Reaction SMILES: [C:23]([O:24][O:25][C:26](=[O:27])[c:28]1[cH:29][cH:30][cH:31][cH:32][cH:33]1)(=[O:34])[c:35]1[cH:36][cH:37][cH:38][cH:39][cH:40]1.[C:41]([Cl:42])([Cl:43])([Cl:44])[Cl:45].[CH3:1][O:2][c:3]1[cH:4][c:5]2[c:6]([cH:13][cH:14]1)[CH2:7][CH2:8][CH2:9][C:10](=[O:12])[NH:11]2.[Cl:46][CH2:47][Cl:48].[O:15]=[C:16]1[N:17]([Br:22])[C:18](=[O:19])[CH2:20][CH2:21]1>>[CH3:1][O:2][c:3]1[cH:4][c:5]2[c:6]([cH:13][c:14]1[Br:22])[CH2:7][CH2:8][CH2:9][C:10](=[O:12])[NH:11]2. The reactants are COC(=O)c1cc2c(s1)c(C1CCCCC1)c1n2CCN(CCN(C)C)c2ccccc2-1, Cl, [K+], C1COCCO1, [OH-]. Yields the product CN(C)CCN1CCn2c(c(C3CCCCC3)c3sc(C(=O)O)cc32)-c2ccccc21. RXN SMILES: [CH:1]1([c:7]2[c:8]3[c:9]([n:10]4[c:16]2-[c:15]2[c:14]([cH:20][cH:19][cH:18][cH:17]2)[N:13]([CH2:21][CH2:22][N:23]([CH3:24])[CH3:25])[CH2:12][CH2:11]4)[cH:26][c:27]([C:29](=[O:30])[O:31][CH3:32])[s:28]3)[CH2:2][CH2:3][CH2:4][CH2:5][CH2:6]1.[ClH:35].[K+:34].[O:36]1[CH2:37][CH2:38][O:39][CH2:40][CH2:41]1.[OH-:33]>>[CH:1]1([c:7]2[c:8]3[c:9]([n:10]4[c:16]2-[c:15]2[c:14]([cH:20][cH:19][cH:18][cH:17]2)[N:13]([CH2:21][CH2:22][N:23]([CH3:24])[CH3:25])[CH2:12][CH2:11]4)[cH:26][c:27]([C:29](=[O:30])[OH:31])[s:28]3)[CH2:2][CH2:3][CH2:4][CH2:5][CH2:6]1.